Dataset: the Open Reaction Database (ORD), a public repository of structured organic reaction records. Task: describe an organic reaction: reactants, conditions, products, and yield The reactants are F[B-](F)(F)F.C(C)[O+](CC)CC (triethyloxonium tetrafluoroborate), ClC1=C(C=CC(=C1F)Cl)C(=O)N1CC(NCC1)=O (4-[(2,4-Dichloro-3-fluorophenyl)carbonyl]-2-piperazinone), FC=1C(=NC=CC1)C(=O)NN (3-Fluoro-2-pyridinecarbohydrazide). Run in ClCCl (Dichloromethane). Conditions: temperature 120 celsius, time 30 minute. Product: ClC1=C(C=CC(=C1F)Cl)C(=O)N1CC=2N(CC1)C(=NN2)C2=NC=CC=C2F (7-[(2,4-dichloro-3-fluorophenyl)carbonyl]-3-(3-fluoro-2-pyridinyl)-5,6,7,8-tetrahydro[1,2,4]triazolo[4,3-a]pyrazine). Isolated yield 60.1%. RXN SMILES: [Cl:1][C:2]1[C:7]([F:8])=[C:6]([Cl:9])[CH:5]=[CH:4][C:3]=1[C:10]([N:12]1[CH2:17][CH2:16][NH:15][C:14](=O)[CH2:13]1)=[O:11].F[B-](F)(F)F.C([O+](CC)CC)C.[F:31][C:32]1[C:33]([C:38]([NH:40][NH2:41])=O)=[N:34][CH:35]=[CH:36][CH:37]=1>ClCCl>[Cl:1][C:2]1[C:7]([F:8])=[C:6]([Cl:9])[CH:5]=[CH:4][C:3]=1[C:10]([N:12]1[CH2:17][CH2:16][N:15]2[C:38]([C:33]3[C:32]([F:31])=[CH:37][CH:36]=[CH:35][N:34]=3)=[N:40][N:41]=[C:14]2[CH2:13]1)=[O:11] |f:1.2|. Procedure details: 4-[(2,4-Dichloro-3-fluorophenyl)carbonyl]-2-piperazinone (I37)(0.3 g, 1.031 mmol) was dissolved in Dichloromethane (DCM) (2.58 ml). triethyloxonium tetrafluoroborate (0.235 g, 1.237 mmol) was added and the solution was left to stir, under an argon atmosphere for 30 minutes. 3-Fluoro-2-pyridinecarbohydrazide (I31) (0.192 g, 1.237 mmol) was added and the solution was left to stir for a further 40 minutes. The solvent was removed under reduced pressure and 1-butanol (2.58 ml) was added. The reactio... The reactants are BrC1=NC(=CC=C1)CBr (2-bromo-6-(bromomethyl)pyridine), resultant mixture, N1(CCC(CC1)C(=O)OCC)C(=O)OC(C)(C)C (1-tert-butyl 4-ethyl piperidine-1,4-dicarboxylate), C(CCC)[Li] (n-butyllithium), C(C)(C)NC(C)C (diisopropylamine), [Cl-].[NH4+] (ammonium chloride). Solvent: O1CCCC1 (tetrahydrofuran), O1CCCC1 (tetrahydrofuran), O1CCCC1 (tetrahydrofuran), CCCCCC (hexane). Reaction conditions: temperature 0 celsius, time 30 minute. Yields the product BrC1=CC=CC(=N1)CC1(CCN(CC1)C(=O)OC(C)(C)C)C(=O)OCC (1-tert-butyl 4-ethyl 4-((6-bromopyridin-2-yl)methyl)piperidine-1,4-dicarboxylate). As a reaction SMILES: C(NC(C)C)(C)C.C([Li])CCC.[N:13]1([C:24]([O:26][C:27]([CH3:30])([CH3:29])[CH3:28])=[O:25])[CH2:18][CH2:17][CH:16]([C:19]([O:21][CH2:22][CH3:23])=[O:20])[CH2:15][CH2:14]1.[Br:31][C:32]1[CH:37]=[CH:36][CH:35]=[C:34]([CH2:38]Br)[N:33]=1.[Cl-].[NH4+]>O1CCCC1.CCCCCC>[Br:31][C:32]1[N:33]=[C:34]([CH2:38][C:16]2([C:19]([O:21][CH2:22][CH3:23])=[O:20])[CH2:15][CH2:14][N:13]([C:24]([O:26][C:27]([CH3:29])([CH3:28])[CH3:30])=[O:25])[CH2:18][CH2:17]2)[CH:35]=[CH:36][CH:37]=1 |f:4.5|. Reported procedure: To a solution of 0.855 ml of diisopropylamine in 15 ml of tetrahydrofuran was added 2.26 ml of a hexane solution containing 2.66 M n-butyllithium at 0° C., followed by stirring the reaction mixture at 0° C. for 30 minutes. After cooling down to −78° C., a solution of 1.54 g of 1-tert-butyl 4-ethyl piperidine-1,4-dicarboxylate in 5 ml of tetrahydrofuran was added to the reaction mixture, and the resultant mixture was stirred at −78° C. for 30 minutes. A solution of 1.00 g of 2-bromo-6-(bromomethy... Reactants: [BH4-], C=CCC1(c2ccccc2)CCN(c2cccc(-c3ccc(F)cc3F)c2)C(=O)O1, ClCCl, [Na+], O=[O+][O-]. The product is O=C1OC(CCO)(c2ccccc2)CCN1c1cccc(-c2ccc(F)cc2F)c1. RXN SMILES: [BH4-:34].[CH2:1]([CH:2]=[CH2:3])[C:4]1([c:25]2[cH:26][cH:27][cH:28][cH:29][cH:30]2)[CH2:5][CH2:6][N:7]([c:11]2[cH:12][c:13](-[c:17]3[c:18]([F:24])[cH:19][c:20]([F:23])[cH:21][cH:22]3)[cH:14][cH:15][cH:16]2)[C:8](=[O:10])[O:9]1.[Cl:36][CH2:37][Cl:38].[Na+:35].[O-:31][O+:32]=[O:33]>>[CH2:1]([CH2:2][OH:31])[C:4]1([c:25]2[cH:26][cH:27][cH:28][cH:29][cH:30]2)[CH2:5][CH2:6][N:7]([c:11]2[cH:12][c:13](-[c:17]3[c:18]([F:24])[cH:19][c:20]([F:23])[cH:21][cH:22]3)[cH:14][cH:15][cH:16]2)[C:8](=[O:10])[O:9]1. Reactants: CCOC(=O)C1(CI)CCN(C(=O)c2ccc(Cl)cc2)C1, Oc1cnc(-c2ccc(Cl)cc2)cn1. Yields the product CCOC(=O)C1(COc2cnc(-c3ccc(Cl)cc3)cn2)CCN(C(=O)c2ccc(Cl)cc2)C1. Reaction SMILES: [CH2:15]([CH3:16])[O:17][C:18](=[O:19])[C:20]1([CH2:34][I:35])[CH2:21][N:22]([C:25]([c:26]2[cH:27][cH:28][c:29]([Cl:32])[cH:30][cH:31]2)=[O:33])[CH2:23][CH2:24]1.[Cl:1][c:2]1[cH:3][cH:4][c:5](-[c:8]2[n:9][cH:10][c:11]([OH:14])[n:12][cH:13]2)[cH:6][cH:7]1>>[Cl:1][c:2]1[cH:3][cH:4][c:5](-[c:8]2[n:9][cH:10][c:11]([O:14][CH2:34][C:20]3([C:18]([O:17][CH2:15][CH3:16])=[O:19])[CH2:21][N:22]([C:25]([c:26]4[cH:27][cH:28][c:29]([Cl:32])[cH:30][cH:31]4)=[O:33])[CH2:23][CH2:24]3)[n:12][cH:13]2)[cH:6][cH:7]1. Reactants: CO, COC(=O)c1cccc(-c2csc(SCC(=O)NC3CCN(Cc4ccc(Cl)c(Cl)c4)CC3)n2)n1, Cl, [Na+], C1CCOC1, [OH-]. Product: O=C(CSc1nc(-c2cccc(C(=O)O)n2)cs1)NC1CCN(Cc2ccc(Cl)c(Cl)c2)CC1. As a reaction SMILES: [CH3:36][OH:37].[Cl:1][c:2]1[cH:3][c:4]([CH2:5][N:6]2[CH2:7][CH2:8][CH:9]([NH:12][C:13]([CH2:14][S:15][c:16]3[s:17][cH:18][c:19](-[c:21]4[n:22][c:23]([C:27](=[O:28])[O:29][CH3:30])[cH:24][cH:25][cH:26]4)[n:20]3)=[O:31])[CH2:10][CH2:11]2)[cH:32][cH:33][c:34]1[Cl:35].[ClH:40].[Na+:39].[O:41]1[CH2:42][CH2:43][CH2:44][CH2:45]1.[OH-:38]>>[Cl:1][c:2]1[cH:3][c:4]([CH2:5][N:6]2[CH2:7][CH2:8][CH:9]([NH:12][C:13]([CH2:14][S:15][c:16]3[s:17][cH:18][c:19](-[c:21]4[n:22][c:23]([C:27](=[O:28])[OH:29])[cH:24][cH:25][cH:26]4)[n:20]3)=[O:31])[CH2:10][CH2:11]2)[cH:32][cH:33][c:34]1[Cl:35]. Reactants: NaIO4, COC1=C(O)C=CC(=C1)O (2-Methoxyhydroquinone). The solvent is O (water). Product: COC=1C(C=CC(C1)=O)=O (2-methoxy-1,4-benzoquinone). RXN SMILES: [CH3:1][O:2][C:3]1[CH:9]=[C:8]([OH:10])[CH:7]=[CH:6][C:4]=1[OH:5]>O>[CH3:1][O:2][C:3]1[C:4](=[O:5])[CH:6]=[CH:7][C:8](=[O:10])[CH:9]=1. Procedure details: In a 500 mL beaker NaIO4 (Baker, used as received, 10.6 g, 49.6 mmol) was dissolved in water (distilled, 450 mL) and stirred magnetically. 2-Methoxyhydroquinone (2.2 g, 15.7 mmol) was added giving an orange solution. The mixture was stirred at rt for 1 h then extracted with CH2Cl2 (3×100 mL). The organic extract was washed with brine (1×100 mL), dried by filtering through cotton and evaporated to dryness (roto-vap) giving 2-methoxy-1,4-benzoquinone as a yellow solid (2.1 g, 97%, one spot on TLC,... Reactants: CC#N, O=C(Cl)CCCCl, [K+], [K+], Nc1ccc(O)cc1, O=C([O-])[O-], CN(C)C=O, O. The product is O=C1CCCN1c1ccc(O)cc1. RXN SMILES: [CH3:27][C:28]#[N:29].[Cl:15][CH2:16][CH2:17][CH2:18][C:19](=[O:20])[Cl:21].[K+:10].[K+:9].[NH2:1][c:2]1[cH:3][cH:4][c:5]([OH:8])[cH:6][cH:7]1.[O-:11][C:12]([O-:13])=[O:14].[O:22]=[CH:23][N:24]([CH3:25])[CH3:26].[OH2:30]>>[N:1]1([c:2]2[cH:3][cH:4][c:5]([OH:8])[cH:6][cH:7]2)[CH2:16][CH2:17][CH2:18][C:19]1=[O:20].